Dataset: the Open Reaction Database (ORD), a public repository of structured organic reaction records. Task: describe an organic reaction: reactants, conditions, products, and yield The reactants are FC=1C=C(C=NC1)OC1=CC2=C(N(C(N(C2=O)CCCOC2OCCCC2)=O)C)N=C1 (6-((5-fluoropyridin-3-yl)oxy)-1-methyl-3-(3-((tetrahydro-2H-pyran-2-yl)oxy) propyl)pyrido[2,3-d]pyrimidine-2,4(1H,3H)-dione), [Li+].CC(C)[N-]C(C)C (LDA), ClC1=CC=C(C=O)C=C1 (4-chlorobenzaldehyde). Solvent: C1CCOC1 (THF), C1CCOC1 (THF), CC(OCC)=O (EA), O (water). Reaction conditions: temperature -78 celsius, time 1 hour. Product: ClC1=CC=C(C=C1)C(C1=C(C=NC=2N(C(N(C(C21)=O)CCCOC2OCCCC2)=O)C)OC=2C=NC=C(C2)F)O (5-((4-chlorophenyl)(hydroxy)methyl)-6-((5-fluoropyridin-3-yl)oxy)-1-methyl-3-(3-((tetrahydro-2H-pyran-2-yl)oxy)propyl)pyrido[2,3-d]pyrimidine-2,4(1H,3H)-dione). The yield is 25.0%. Reaction SMILES: [F:1][C:2]1[CH:3]=[C:4]([O:8][C:9]2[CH:31]=[N:30][C:12]3[N:13]([CH3:29])[C:14](=[O:28])[N:15]([CH2:18][CH2:19][CH2:20][O:21][CH:22]4[CH2:27][CH2:26][CH2:25][CH2:24][O:23]4)[C:16](=[O:17])[C:11]=3[CH:10]=2)[CH:5]=[N:6][CH:7]=1.[Li+].CC([N-]C(C)C)C.[Cl:40][C:41]1[CH:48]=[CH:47][C:44]([CH:45]=[O:46])=[CH:43][CH:42]=1>C1COCC1.CC(=O)OCC.O>[Cl:40][C:41]1[CH:48]=[CH:47][C:44]([CH:45]([OH:46])[C:10]2[C:11]3[C:16](=[O:17])[N:15]([CH2:18][CH2:19][CH2:20][O:21][CH:22]4[CH2:27][CH2:26][CH2:25][CH2:24][O:23]4)[C:14](=[O:28])[N:13]([CH3:29])[C:12]=3[N:30]=[CH:31][C:9]=2[O:8][C:4]2[CH:5]=[N:6][CH:7]=[C:2]([F:1])[CH:3]=2)=[CH:43][CH:42]=1 |f:1.2|. Procedure: To a solution of 6-((5-fluoropyridin-3-yl)oxy)-1-methyl-3-(3-((tetrahydro-2H-pyran-2-yl)oxy) propyl)pyrido[2,3-d]pyrimidine-2,4(1H,3H)-dione (150 mg, 0.35 mmol) in THF (8 mL) at −78° C. was added LDA (2M in THF, 0.7 mL, 1.40 mmol) dropwise. The reaction was stirred at −78° C. for 1 h then 4-chlorobenzaldehyde (98 mg, 0.70 mmol) in THF (2 mL) was added. The reaction was stirred for 30 min at −78° C. then diluted with EA (10 mL) and water (10 mL). The organic layer was dried over Na2SO4 and concen... Starting materials: COC(=O)[C@H]1CN(CC[C@H]1N)C(=O)OC(C)(C)C ((3S, 4R)-4-amino-piperidine-1,3-dicarboxylic acid 1-tert-butyl ester 3-methyl ester), S1CNCC1 (thiazolidine), BrCCC1=CC=CC=C1 (2-(bromoethyl)-benzene). The product is N[C@H]1[C@H](CN(CC1)CCC1=CC=CC=C1)C(=O)N1CSCC1 (((3S, 4R)-4-Amino-1-phenethyl-piperidine-3-yl)-thiazolidin-3-yl-methanone). RXN SMILES: CO[C:3]([C@@H:5]1[C@H:10]([NH2:11])[CH2:9][CH2:8][N:7]([C:12](OC(C)(C)C)=O)[CH2:6]1)=[O:4].[S:19]1[CH2:23][CH2:22][NH:21][CH2:20]1.BrC[CH2:26][C:27]1[CH:32]=[CH:31][CH:30]=[CH:29][CH:28]=1>>[NH2:11][C@@H:10]1[CH2:9][CH2:8][N:7]([CH2:12][CH2:26][C:27]2[CH:32]=[CH:31][CH:30]=[CH:29][CH:28]=2)[CH2:6][C@@H:5]1[C:3]([N:21]1[CH2:22][CH2:23][S:19][CH2:20]1)=[O:4]. Procedure: This material was obtained as described in example 34 from the opposite enantiomer (3S, 4R)-4-amino-piperidine-1,3-dicarboxylic acid 1-tert-butyl ester 3-methyl ester, thiazolidine and 2-(bromoethyl)-benzene. Yellow oil. MS (ESI): 320.4 (MH+). Starting materials: CN(C)CC(=O)O, Nc1ccc(-n2ccn(-c3ccc(Oc4ccccc4)cc3)c2=O)cc1, CN(C)C=O, O. Product: CN(C)CC(=O)Nc1ccc(-n2ccn(-c3ccc(Oc4ccccc4)cc3)c2=O)cc1. RXN SMILES: [CH3:27][N:28]([CH2:29][C:30](=[O:31])[OH:32])[CH3:33].[NH2:1][c:2]1[cH:3][cH:4][c:5](-[n:8]2[c:9](=[O:26])[n:10](-[c:13]3[cH:14][cH:15][c:16]([O:19][c:20]4[cH:21][cH:22][cH:23][cH:24][cH:25]4)[cH:17][cH:18]3)[cH:11][cH:12]2)[cH:6][cH:7]1.[O:35]=[CH:36][N:37]([CH3:38])[CH3:39].[OH2:34]>>[NH:1]([c:2]1[cH:3][cH:4][c:5](-[n:8]2[c:9](=[O:26])[n:10](-[c:13]3[cH:14][cH:15][c:16]([O:19][c:20]4[cH:21][cH:22][cH:23][cH:24][cH:25]4)[cH:17][cH:18]3)[cH:11][cH:12]2)[cH:6][cH:7]1)[C:30]([CH2:29][N:28]([CH3:27])[CH3:33])=[O:31]. Reported procedure: This material was prepared in analogy to example 251 step B) from 2-(4-trifluoromethoxy-phenyl)-2,8-diaza-spiro[4.5]decan-1-one, diphosgene and benzyl-methyl-amine. MS (ESI): 462.4 (MH+). RXN SMILES: [F:1][C:2]([F:22])([F:21])[O:3][C:4]1[CH:9]=[CH:8][C:7]([N:10]2[CH2:14][CH2:13][C:12]3([CH2:19][CH2:18][NH:17][CH2:16][CH2:15]3)[C:11]2=[O:20])=[CH:6][CH:5]=1.O=C(Cl)[O:25][C:26](Cl)(Cl)Cl.[CH2:31]([NH:38][CH3:39])[C:32]1[CH:37]=[CH:36][CH:35]=[CH:34][CH:33]=1>>[CH2:31]([N:38]([CH3:39])[C:26]([N:17]1[CH2:16][CH2:15][C:12]2([C:11](=[O:20])[N:10]([C:7]3[CH:8]=[CH:9][C:4]([O:3][C:2]([F:1])([F:21])[F:22])=[CH:5][CH:6]=3)[CH2:14][CH2:13]2)[CH2:19][CH2:18]1)=[O:25])[C:32]1[CH:37]=[CH:36][CH:35]=[CH:34][CH:33]=1. Yields the product C(C1=CC=CC=C1)N(C(=O)N1CCC2(CCN(C2=O)C2=CC=C(C=C2)OC(F)(F)F)CC1)C (1-Oxo-2-(4-trifluoromethoxy-phenyl)-2,8-diaza-spiro[4.5]decane-8-carboxylic acid benzyl-methyl-amide). The reactants are FC(OC1=CC=C(C=C1)N1C(C2(CC1)CCNCC2)=O)(F)F (2-(4-trifluoromethoxy-phenyl)-2,8-diaza-spiro[4.5]decan-1-one), O=C(OC(Cl)(Cl)Cl)Cl (diphosgene), C(C1=CC=CC=C1)NC (benzyl-methyl-amine). Reactants: BrC=1C(=C(C=C(C1)C#N)NC(OC(C)(C)C)=O)Cl ((+/−) Tert-butyl (3-bromo-2-chloro-5-cyanophenyl)carbamate), methyl 1-(oxetan-3-yl) piperazine-2-carboxylate, CN1C(CNCC1)C(=O)OC (methyl 1-methylpiperazine-2-carboxylate), C=1C=CC(=CC1)P(C=2C=CC=CC2)C3=CC=C4C=CC=CC4=C3C5=C6C=CC=CC6=CC=C5P(C=7C=CC=CC7)C=8C=CC=CC8 (BINAP), C(=O)([O-])[O-].[Cs+].[Cs+] (Cs2CO3). Reagents/catalysts: C=1C=CC(=CC1)/C=C/C(=O)/C=C/C2=CC=CC=C2.C=1C=CC(=CC1)/C=C/C(=O)/C=C/C2=CC=CC=C2.C=1C=CC(=CC1)/C=C/C(=O)/C=C/C2=CC=CC=C2.[Pd].[Pd] (Pd2(dba)3), catalyst. Run in C1(=CC=CC=C1)C (Toluene). Run at temperature 105 celsius. Yields the product C(C)(C)(C)OC(=O)NC=1C(=C(C=C(C1)C#N)N1CC(N(CC1)C1COC1)C(=O)OC)Cl (methyl 4-(3-((tert-butoxycarbonyl)amino)-2-chloro-5-cyanophenyl)-1-(oxetan-3-yl)piperazine-2-carboxylate). Yield: 141.4%. Reaction SMILES: Br[C:2]1[C:3]([Cl:18])=[C:4]([NH:10][C:11](=[O:17])[O:12][C:13]([CH3:16])([CH3:15])[CH3:14])[CH:5]=[C:6]([C:8]#[N:9])[CH:7]=1.[CH3:19][N:20]1[CH2:25][CH2:24][NH:23][CH2:22][CH:21]1[C:26]([O:28][CH3:29])=[O:27].[CH:30]1C=CC(P(C2C(C3C(P(C4C=CC=CC=4)C4C=CC=CC=4)=CC=C4C=3C=CC=C4)=C3C(C=CC=C3)=CC=2)C2C=CC=CC=2)=CC=1.[C:76]([O-:79])([O-])=O.[Cs+].[Cs+]>C1C=CC(/C=C/C(/C=C/C2C=CC=CC=2)=O)=CC=1.C1C=CC(/C=C/C(/C=C/C2C=CC=CC=2)=O)=CC=1.C1C=CC(/C=C/C(/C=C/C2C=CC=CC=2)=O)=CC=1.[Pd].[Pd].C1(C)C=CC=CC=1>[C:13]([O:12][C:11]([NH:10][C:4]1[C:3]([Cl:18])=[C:2]([N:23]2[CH2:24][CH2:25][N:20]([CH:19]3[CH2:76][O:79][CH2:30]3)[CH:21]([C:26]([O:28][CH3:29])=[O:27])[CH2:22]2)[CH:7]=[C:6]([C:8]#[N:9])[CH:5]=1)=[O:17])([CH3:16])([CH3:15])[CH3:14] |f:3.4.5,6.7.8.9.10|. Procedure details: (+/−) Tert-butyl (3-bromo-2-chloro-5-cyanophenyl)carbamate (1.52 g, 4.58 mmol), a 3:1 mixture of methyl 1-(oxetan-3-yl) piperazine-2-carboxylate (0.688 g, 3.44 mmol) and methyl 1-methylpiperazine-2-carboxylate (0.181 g, 1.144 mmol), Pd2(dba)3 (0.420 g, 0.458 mmol), BINAP (0.285 g, 0.458 mmol), Cs2CO3 (2.240 g, 6.88 mmol), and Toluene (40 mL) were combined in a round bottom flask. The flask was evacuated and backfilled with N2 3×, and the reaction was heated at 105° C. for 18 h. The reaction was ... Reactants: CC1=CC=C(C=C1)C(=O)C(=O)C1=CC=C(C=C1)C (4,4'-dimethylbenzil), O.NN (hydrazine hydrate). Run in C(C)O (ethanol). Conditions: temperature 0 celsius, time 10 minute. Product: CC1=CC=C(C=C1)C(C(=O)C1=CC=C(C=C1)C)=NN (4,4'-dimethylbenzil hydrazone). As a reaction SMILES: [CH3:1][C:2]1[CH:7]=[CH:6][C:5]([C:8]([C:10]([C:12]2[CH:17]=[CH:16][C:15]([CH3:18])=[CH:14][CH:13]=2)=[O:11])=O)=[CH:4][CH:3]=1.O.[NH2:20][NH2:21]>C(O)C>[CH3:1][C:2]1[CH:7]=[CH:6][C:5]([C:8](=[N:20][NH2:21])[C:10]([C:12]2[CH:17]=[CH:16][C:15]([CH3:18])=[CH:14][CH:13]=2)=[O:11])=[CH:4][CH:3]=1 |f:1.2|. Procedure details: To a hot solution of 10 g 4,4'-dimethylbenzil in 20 ml of ethanol is added 2.1 g of hydrazine hydrate. After a few minutes at reflux, a solid begins to crystallize. Heating is continued for 10 min. and the solution cooled slowly to 0° C. The solid is filtered off and washed with cold ethanol. The product is recrystallized from ethanol. Yield 7.1 g. M.P. 137°-140°.